From a dataset of the Open Reaction Database (ORD), a public repository of structured organic reaction records. describe an organic reaction: reactants, conditions, products, and yield Reactants: [N+](=O)([O-])C1=CC=C2CCCC(C2=C1)C(=O)O (7-nitro-1,2,3,4-tetrahydro-1-naphthoic acid), P(Cl)(Cl)(Cl)(Cl)Cl (phosphorus pentachloride). Solvent: C(C)(=O)OCC (ethyl acetate). Conditions: time 30 minute. The product is [N+](=O)([O-])C1=CC=C2CCCC(C2=C1)C(=O)OC1=CC=CC=C1 (phenyl 7-nitro-1,2,3,4-tetrahydro-1-naphthoate). Yield: 148.8%. RXN SMILES: [N+:1]([C:4]1[CH:13]=[C:12]2[C:7]([CH2:8][CH2:9][CH2:10][CH:11]2[C:14]([OH:16])=[O:15])=[CH:6][CH:5]=1)([O-:3])=[O:2].P(Cl)(Cl)(Cl)(Cl)Cl>C(OCC)(=O)C>[N+:1]([C:4]1[CH:13]=[C:12]2[C:7]([CH2:8][CH2:9][CH2:10][CH:11]2[C:14]([O:16][C:4]2[CH:13]=[CH:12][CH:7]=[CH:6][CH:5]=2)=[O:15])=[CH:6][CH:5]=1)([O-:3])=[O:2]. Procedure: In 50 ml of ethyl acetate was dissolved 1.5 g of 7-nitro-1,2,3,4-tetrahydro-1-naphthoic acid. To the resulting solution was added at room temperature 1.3 g of phosphorus pentachloride, and the mixture was stirred for 30 minutes. The precipitates were removed by filtration and the filtrate was concentrated under reduced pressure. The residue was dissolved in 50 ml of fresh ethyl acetate. To the solution were added with cooling 1.0 g of phenol and 8.5 g of triethylamine. The resulting mixture was ... The reactants are CSc1nc(Nc2cccc(C(F)(F)F)c2)c2c(=O)[nH]ccc2n1, OC1CCNCC1. Yields the product O=c1[nH]ccc2nc(N3CCC(O)CC3)nc(Nc3cccc(C(F)(F)F)c3)c12. RXN SMILES: [CH3:1][S:2][c:3]1[n:4][c:5]([NH:14][c:15]2[cH:16][c:17]([C:21]([F:22])([F:23])[F:24])[cH:18][cH:19][cH:20]2)[c:6]2[c:7]([n:8]1)[cH:9][cH:10][nH:11][c:12]2=[O:13].[OH:25][CH:26]1[CH2:27][CH2:28][NH:29][CH2:30][CH2:31]1>>[c:3]1([N:29]2[CH2:28][CH2:27][CH:26]([OH:25])[CH2:31][CH2:30]2)[n:4][c:5]([NH:14][c:15]2[cH:16][c:17]([C:21]([F:22])([F:23])[F:24])[cH:18][cH:19][cH:20]2)[c:6]2[c:7]([n:8]1)[cH:9][cH:10][nH:11][c:12]2=[O:13].